Dataset: the Open Reaction Database (ORD), a public repository of structured organic reaction records. Task: describe an organic reaction: reactants, conditions, products, and yield Reactants: C1CCOC1, CO, COC(=O)c1cc(NC(=O)c2ccccc2Cl)[nH]n1, Cl, [Li+], [OH-], O, O. Product: O=C(O)c1cc(NC(=O)c2ccccc2Cl)[nH]n1. As a reaction SMILES: [CH2:25]1[O:26][CH2:27][CH2:28][CH2:29]1.[CH3:30][OH:31].[Cl:1][c:2]1[c:3]([C:4](=[O:5])[NH:6][c:7]2[cH:8][c:9]([C:12](=[O:13])[O:14][CH3:15])[n:10][nH:11]2)[cH:16][cH:17][cH:18][cH:19]1.[ClH:24].[Li+:21].[OH-:20].[OH2:22].[OH2:23]>>[Cl:1][c:2]1[c:3]([C:4](=[O:5])[NH:6][c:7]2[cH:8][c:9]([C:12](=[O:13])[OH:14])[n:10][nH:11]2)[cH:16][cH:17][cH:18][cH:19]1. Starting materials: BrC1=C(C=O)C(=C(C=C1)F)F (2-bromo-5,6-difluorobenzaldehyde), C(CCCC)C1=CC=C(C=C1)B(O)O (4-pentylphenylboronic acid). The reagents and catalysts are [Pd] (Pd). Product: FC1=C(C(=CC=C1F)C1=CC=C(C=C1)CCCCC)C=O (3,4-difluoro-4′-pentylbiphenyl-2-carbaldehyde). RXN SMILES: Br[C:2]1[CH:9]=[CH:8][C:7]([F:10])=[C:6]([F:11])[C:3]=1[CH:4]=[O:5].[CH2:12]([C:17]1[CH:22]=[CH:21][C:20](B(O)O)=[CH:19][CH:18]=1)[CH2:13][CH2:14][CH2:15][CH3:16]>[Pd]>[F:11][C:6]1[C:7]([F:10])=[CH:8][CH:9]=[C:2]([C:20]2[CH:19]=[CH:18][C:17]([CH2:12][CH2:13][CH2:14][CH2:15][CH3:16])=[CH:22][CH:21]=2)[C:3]=1[CH:4]=[O:5]. Reported procedure: 2-bromo-5,6-difluorobenzaldehyde is reacted with 4-pentylphenylboronic acid in the presence of a Pd catalyst to give 3,4-difluoro-4′-pentylbiphenyl-2-carbaldehyde. This compound is reacted with trimethylsulfonium iodide, to give 3,4-difluoro-2-(oxiran-2-yl)-4′-pentyl-biphenyl. Without further purification, this compound is converted into 1,2-difluoro-7-pentylphenanthrene in the presence of BF3 etherate. The raw product is purified by the procedure typical for this type of liquid-crystal material... Starting materials: [N+](=O)([O-])CCC(=O)C1=CC=C(C=C1)CCCCCCCC (3-Nitro-1-(4-octylphenyl)propan-1-one), C(C)[SiH](CC)CC (Triethylsilane), O (water). Reagents/catalysts: [Ti](Cl)(Cl)(Cl)Cl (Titanium tetrachloride). Run in ClCCl (dichloromethane), ClCCl (dichloromethane). Reaction conditions: temperature 2.5 celsius. Yields the product [N+](=O)([O-])CCCC1=CC=C(C=C1)CCCCCCCC (1-(3-nitropropyl)-4-octylbenzene). The yield is 181.7%. Reaction SMILES: [N+:1]([CH2:4][CH2:5][C:6]([C:8]1[CH:13]=[CH:12][C:11]([CH2:14][CH2:15][CH2:16][CH2:17][CH2:18][CH2:19][CH2:20][CH3:21])=[CH:10][CH:9]=1)=O)([O-:3])=[O:2].C([SiH](CC)CC)C.O>ClCCl.[Ti](Cl)(Cl)(Cl)Cl>[N+:1]([CH2:4][CH2:5][CH2:6][C:8]1[CH:9]=[CH:10][C:11]([CH2:14][CH2:15][CH2:16][CH2:17][CH2:18][CH2:19][CH2:20][CH3:21])=[CH:12][CH:13]=1)([O-:3])=[O:2]. Procedure: 3-Nitro-1-(4-octylphenyl)propan-1-one (37 g) and dichloromethane (185 mL) are charged into a round bottom flask at 25-30° C. and stirred. Triethylsilane (36.87 g) is charged into the flask and the reaction mixture is cooled to 0-5° C. Titanium tetrachloride (28.9 g) in dichloromethane (185 mL) is added to the reaction mixture over the period of 30 minutes at temperature below 5° C. and the reaction mixtures is stirred at a temperature of 25-30° C. for about 1 hour. The reaction mixture is added ... Reactants: C(c1cc(cc(c1C=O)[Cl])[Cl])Oc1ccc(cc1)F, CC1=CN=C(C=C1)N, [C-]#[N+]C1CCCCC1. Reagents/catalysts: O=C(O)C(F)(F)F (trifluoroacetic acid). Run in CC(C)O (isopropyl alcohol), CC(C)O (isopropylalcohol). Reaction conditions: temperature 22 celsius, time 20 hour. Product: Cc1ccc2nc(c3c(COc4ccc(cc4)F)cc(cc3[Cl])[Cl])c(NC3CCCCC3)n2c1. Yield: 26.4%. As a reaction SMILES: CC1=CC=C(N)N=C1.[C-]#[N+]C1CCCCC1.FC1=CC=C(OCC2=C(C=O)C(Cl)=CC(Cl)=C2)C=C1>>CC1=CN2C(C=C1)=NC(=C2NC1CCCCC1)C1=C(Cl)C=C(Cl)C=C1COC1=CC=C(F)C=C1. The reactants are C(C)(=O)OC1CC(C(C1CC(=O)O)C(=O)OC)O (5-acetoxy-2-carbomethoxy-3-hydroxycyclopentaneacetic acid), C1(CCCC1)=O (cyclopentanone), methylester, P(=O)([O-])([O-])[O-] (phosphate), [BH4-].[Na+] (sodium borohydride). Solvent: CO (methanol), O (water). Conditions: time 2 hour. Yields the product COC(CC1C(C(CC1OC(C)=O)O)C(=O)OC)=O (5-Acetoxy-2-Carbomethoxy-3-Hydroxycyclopentaneacetic Acid Methyl Ester). Reaction SMILES: [C:1]1(=O)CCCC1.P([O-])([O-])([O-])=O.[BH4-].[Na+].[C:14]([O:17][CH:18]1[CH:22]([CH2:23][C:24]([OH:26])=[O:25])[CH:21]([C:27]([O:29][CH3:30])=[O:28])[CH:20]([OH:31])[CH2:19]1)(=[O:16])[CH3:15]>O.CO>[CH3:1][O:25][C:24](=[O:26])[CH2:23][CH:22]1[CH:18]([O:17][C:14](=[O:16])[CH3:15])[CH2:19][CH:20]([OH:31])[CH:21]1[C:27]([O:29][CH3:30])=[O:28] |f:2.3|. Procedure details: The cyclopentanone VI (8.6 g.), obtained according to the previous example, is dissolved in 50 ml. of methanol and added to 500 ml. of a phosphate buffer adjusted to a pH of 5.3. Then 20 ml. of an aqueous solution containing an excess of sodium borohydride (1.25 g.) is added at 5° C. After two hours at room temperature, 200 ml. of water is added to the reaction mixture which is then extracted several times with ethyl acetate. The combined organic layers are dried on MgSO4 and then evaporated to ... Starting materials: C1(=CC=CC=C1)NN (Phenylhydrazine), ClC1=CC=C(C=C1)Br (4-chlorobromobenzene), C=1C=CC(=CC1)P(C=2C=CC=CC2)C3=CC=C4C=CC=CC4=C3C5=C6C=CC=CC6=CC=C5P(C=7C=CC=CC7)C=8C=CC=CC8 (BINAP), CC(C)(C)[O-].[Na+] (NaOtBu). Reagents/catalysts: CC(=O)[O-].CC(=O)[O-].[Pd+2] (Pd(OAc)2). Reaction conditions: temperature 80 celsius. Yields the product ClC1=CC=C(C=C1)N(N)C1=CC=CC=C1 (N-(4-Chlorophenyl)-N-phenylhydrazine). Yield: 38.0%. RXN SMILES: [C:1]1([NH:7][NH2:8])[CH:6]=[CH:5][CH:4]=[CH:3][CH:2]=1.[Cl:9][C:10]1[CH:15]=[CH:14][C:13](Br)=[CH:12][CH:11]=1.C1C=CC(P(C2C(C3C(P(C4C=CC=CC=4)C4C=CC=CC=4)=CC=C4C=3C=CC=C4)=C3C(C=CC=C3)=CC=2)C2C=CC=CC=2)=CC=1.CC([O-])(C)C.[Na+]>CC([O-])=O.CC([O-])=O.[Pd+2]>[Cl:9][C:10]1[CH:15]=[CH:14][C:13]([N:7]([C:1]2[CH:6]=[CH:5][CH:4]=[CH:3][CH:2]=2)[NH2:8])=[CH:12][CH:11]=1 |f:3.4,5.6.7|. Procedure: Phenylhydrazine (1.2 equiv., 0.6 mmol, 0.06 mL), 4-chlorobromobenzene (1.0 equiv., 0.5 mmol, 96 mg), Pd(OAc)2 (0.05 equiv., 0.025 mmol, 6 mg), BINAP (0.05 equiv., 0.025 mmol, 16 mg), NaOtBu (1.4 equiv., 0.7 mmol, 67 mug) and dilsopropylamine (2 mL) were added to an oven dried test tube which was capped with a septum and purged briefly with argon (˜1 min.), and then heated to 80° C. under argon for 2.5 hours. The reaction was then cooled to room temperature, diluted with Et2O (2 mL), filtered thr...